From a dataset of the Open Reaction Database (ORD), a public repository of structured organic reaction records. describe an organic reaction: reactants, conditions, products, and yield Isolated yield 45.1%. Reaction conditions: time 60 hour. Reported procedure: A mixture of 4.2 g of 1-(4-chlorobenzyl)piperazine, 1.4 g of malonyl dichloride, 10 g of methylene chloride and 2.0 g of triethylamine was stirred for 60 hours. The reaction mixture was made basic with 2N sodium hydroxide. The organic layer was separated, and the aqueous phase was extracted with three 50 ml portions of ether, followed by three 50 ml portions of methylene chloride. The organic phases were combined and mixed with 100 ml of 2N hydrochloric acid. The aqueous phase was separated and ... RXN SMILES: [Cl:1][C:2]1[CH:14]=[CH:13][C:5]([CH2:6][N:7]2[CH2:12][CH2:11][NH:10][CH2:9][CH2:8]2)=[CH:4][CH:3]=1.[C:15](Cl)(=[O:20])[CH2:16][C:17]([Cl:19])=[O:18].[CH2:22]([Cl:24])Cl.[OH-].[Na+]>C(N(CC)CC)C>[OH2:18].[ClH:1].[ClH:19].[Cl:1][C:2]1[CH:14]=[CH:13][C:5]([CH2:6][N:7]2[CH2:12][CH2:11][N:10]([C:15](=[O:20])[CH2:16][C:17]([N:10]3[CH2:11][CH2:12][N:7]([CH2:6][C:5]4[CH:13]=[CH:14][C:22]([Cl:24])=[CH:3][CH:4]=4)[CH2:8][CH2:9]3)=[O:18])[CH2:9][CH2:8]2)=[CH:4][CH:3]=1 |f:3.4,6.7.8.9|. The solvent is C(C)N(CC)CC (triethylamine). Reactants: [OH-].[Na+] (sodium hydroxide), ClC1=CC=C(CN2CCNCC2)C=C1 (1-(4-chlorobenzyl)piperazine), C(CC(=O)Cl)(=O)Cl (malonyl dichloride), C(Cl)Cl (methylene chloride). Product: O.Cl.Cl.ClC1=CC=C(CN2CCN(CC2)C(CC(=O)N2CCN(CC2)CC2=CC=C(C=C2)Cl)=O)C=C1 (1,3-bis[4-(4 -chlorobenzyl)-1-piperazinyl]-1,3-dioxopropane dihydrochloride monohydrate). The reactants are NCCCCOC1=C(C=C(C=C1)[N+](=O)[O-])C1C(=C(NC(=C1C(=O)OCC)C)C)C(=O)OCC (diethyl 4-[2-(4-aminobutoxy)-5-nitrophenyl]-2,6-dimethyl-1,4-dihydropyridine-3,5-dicarboxylate), C1(=CC=CC=C1)OCC1CO1 (glycidyl phenyl ether). The solvent is CO (methanol). The product is OC(CNCCCCOC1=C(C=C(C=C1)[N+](=O)[O-])C1C(=C(NC(=C1C(=O)OCC)C)C)C(=O)OCC)COC1=CC=CC=C1 (diethyl 4-[2-[4-(2-hydroxy-3-phenoxypropylamino)butoxy]-5-nitrophenyl]-2,6-dimethyl-1,4-dihydropyridine-3,5-dicarboxylate). Yield: 31.9%. RXN SMILES: [NH2:1][CH2:2][CH2:3][CH2:4][CH2:5][O:6][C:7]1[CH:12]=[CH:11][C:10]([N+:13]([O-:15])=[O:14])=[CH:9][C:8]=1[CH:16]1[C:21]([C:22]([O:24][CH2:25][CH3:26])=[O:23])=[C:20]([CH3:27])[NH:19][C:18]([CH3:28])=[C:17]1[C:29]([O:31][CH2:32][CH3:33])=[O:30].[C:34]1([O:40][CH2:41][CH:42]2[O:44][CH2:43]2)[CH:39]=[CH:38][CH:37]=[CH:36][CH:35]=1>CO>[OH:44][CH:42]([CH2:41][O:40][C:34]1[CH:39]=[CH:38][CH:37]=[CH:36][CH:35]=1)[CH2:43][NH:1][CH2:2][CH2:3][CH2:4][CH2:5][O:6][C:7]1[CH:12]=[CH:11][C:10]([N+:13]([O-:15])=[O:14])=[CH:9][C:8]=1[CH:16]1[C:21]([C:22]([O:24][CH2:25][CH3:26])=[O:23])=[C:20]([CH3:27])[NH:19][C:18]([CH3:28])=[C:17]1[C:29]([O:31][CH2:32][CH3:33])=[O:30]. Reported procedure: In 500 ml of methanol were dissolved 5.2 g of diethyl 4-[2-(4-aminobutoxy)-5-nitrophenyl]-2,6-dimethyl-1,4-dihydropyridine-3,5-dicarboxylate and 1.7 g of glycidyl phenyl ether, and the solution thus formed was refluxed under heating for 16 hours. The solvent was distilled off under reduced pressure. The residue was subjected to silica gel column chromatography, and the product was eluted with chlroform-methanol (95:5 v/v). Crude crystals were recrystallized from ethanol to give 2.2 g of diethyl ...